This data is from the Open Reaction Database (ORD), a public repository of structured organic reaction records. The task is: describe an organic reaction: reactants, conditions, products, and yield Starting materials: CC1=CC=C(C=C1)S(=O)(=O)OC[C@H]1COC=2C(=C3N=C(C(=NC3=CC2)C)C)O1 ([(2R)-8,9-dimethyl-2,3-dihydro[1,4]dioxino[2,3-f]-quinoxalin-2-yl]methyl 4-methylbenzenesulfonate), N1CCC(=CC1)C1=CNC2=CC=CC=C12 (3-(1,2,3,6-tetrahydro-4-pyridinyl)-1H-indole). The solvent is C(C)(=O)OCC (ethyl acetate), CS(=O)C (methyl sulfoxide). Conditions: temperature 80 celsius. Yields the product N1C=C(C2=CC=CC=C12)C=1CCN(CC1)CC1COC=2C(=C3N=C(C(=NC3=CC2)C)C)O1 (([4-(1H-Indol-3-yl)-3,6-dihydro-1(2H)-pyridinyl]methyl}-8,9-dimethyl-2,3-dihydro[1,4]dioxino[2,3-f]quinoxaline). Reaction SMILES: CC1C=CC(S(O[CH2:12][C@@H:13]2[O:28][C:17]3=[C:18]4[C:23](=[CH:24][CH:25]=[C:16]3[O:15][CH2:14]2)[N:22]=[C:21]([CH3:26])[C:20]([CH3:27])=[N:19]4)(=O)=O)=CC=1.[NH:29]1[CH2:34][CH:33]=[C:32]([C:35]2[C:43]3[C:38](=[CH:39][CH:40]=[CH:41][CH:42]=3)[NH:37][CH:36]=2)[CH2:31][CH2:30]1>CS(C)=O.C(OCC)(=O)C>[NH:37]1[C:38]2[C:43](=[CH:42][CH:41]=[CH:40][CH:39]=2)[C:35]([C:32]2[CH2:33][CH2:34][N:29]([CH2:12][CH:13]3[O:28][C:17]4=[C:18]5[C:23](=[CH:24][CH:25]=[C:16]4[O:15][CH2:14]3)[N:22]=[C:21]([CH3:26])[C:20]([CH3:27])=[N:19]5)[CH2:30][CH:31]=2)=[CH:36]1. Reported procedure: To a solution of [(2R)-8,9-dimethyl-2,3-dihydro[1,4]dioxino[2,3-f]-quinoxalin-2-yl]methyl 4-methylbenzenesulfonate (0.400 g, 1.000 mmole) in methyl sulfoxide (20 mL) was added 3-(1,2,3,6-tetrahydro-4-pyridinyl)-1H-indole (0.495 g, 2.497 mmole) and the reaction mixture was heated to 80° C. for 12 hours. The reaction mixture was allowed to cool to room temperature and was diluted with ethyl acetate (250 mL), washed with water (2×100 mL), aqueous sodium chloride (100 mL), dried (magnesium sulfate) ... Reactants: CC(C)CCn1cc(NC(=O)c2cc([N+](=O)[O-])cn2C)cc1C(=O)Nc1cc(C(=O)NCCCN(C)C)n(C)c1, CCO. Product: CC(C)CCn1cc(NC(=O)c2cc(NC=O)cn2C)cc1C(=O)Nc1cc(C(=O)NCCCN(C)C)n(C)c1. RXN SMILES: [CH3:1][N:2]([CH2:3][CH2:4][CH2:5][NH:6][C:7](=[O:8])[c:9]1[cH:10][c:11]([NH:15][C:16](=[O:17])[c:18]2[cH:19][c:20]([NH:28][C:29](=[O:30])[c:31]3[n:32]([CH3:39])[cH:33][c:34]([N+:36]([O-:37])=[O:38])[cH:35]3)[cH:21][n:22]2[CH2:23][CH2:24][CH:25]([CH3:26])[CH3:27])[cH:12][n:13]1[CH3:14])[CH3:40].[CH3:41][CH2:42][OH:43]>>[CH3:1][N:2]([CH2:3][CH2:4][CH2:5][NH:6][C:7](=[O:8])[c:9]1[cH:10][c:11]([NH:15][C:16](=[O:17])[c:18]2[cH:19][c:20]([NH:28][C:29](=[O:30])[c:31]3[n:32]([CH3:39])[cH:33][c:34]([NH:36][CH:42]=[O:43])[cH:35]3)[cH:21][n:22]2[CH2:23][CH2:24][CH:25]([CH3:26])[CH3:27])[cH:12][n:13]1[CH3:14])[CH3:40]. Reactants: C(C)(=O)OCC.CCCCCC (ethyl acetate hexane), O1COC2=C1C=CC(=C2)C2(CN(CC2)C(C2=CC(=C(C(=C2)OC)OC)OC)=O)CCCS(=O)(=O)[O-] (2-[3-(benzo[1,3]dioxol-5-yl)-1-(3,4,5-trimethoxy-benzoyl)-pyrrolidin-3-yl]-ethyl-methanesulfonate), Cl.C1(=CC=CC=C1)C1(CCNCC1)C(=O)N (4-phenyl-piperidine-4-carboxylic acid amide hydrochloride). The solvent is CO.ClCCl (methanol dichloromethane). Product: O1COC2=C1C=CC(=C2)C2(CN(CC2)C(C2=CC(=C(C(=C2)OC)OC)OC)=O)CCN2CCC(CC2)(C(=O)N)C2=CC=CC=C2 (1-[2-[3-(benzo[1,3]dioxol-5-yl)-1-(3,4,5-trimethoxy-benzoyl)-pyrrolidin-3-yl]-ethyl]-4-phenyl-piperidine-4-carboxylic acid amide). As a reaction SMILES: [O:1]1[C:5]2[CH:6]=[CH:7][C:8]([C:10]3([CH2:29][CH2:30]CS([O-])(=O)=O)[CH2:14][CH2:13][N:12]([C:15](=[O:28])[C:16]4[CH:21]=[C:20]([O:22][CH3:23])[C:19]([O:24][CH3:25])=[C:18]([O:26][CH3:27])[CH:17]=4)[CH2:11]3)=[CH:9][C:4]=2[O:3][CH2:2]1.Cl.[C:37]1([C:43]2([C:49]([NH2:51])=[O:50])[CH2:48][CH2:47][NH:46][CH2:45][CH2:44]2)[CH:42]=[CH:41][CH:40]=[CH:39][CH:38]=1.C(OCC)(=O)C.CCCCCC>CO.ClCCl>[O:1]1[C:5]2[CH:6]=[CH:7][C:8]([C:10]3([CH2:29][CH2:30][N:46]4[CH2:45][CH2:44][C:43]([C:37]5[CH:38]=[CH:39][CH:40]=[CH:41][CH:42]=5)([C:49]([NH2:51])=[O:50])[CH2:48][CH2:47]4)[CH2:14][CH2:13][N:12]([C:15](=[O:28])[C:16]4[CH:17]=[C:18]([O:26][CH3:27])[C:19]([O:24][CH3:25])=[C:20]([O:22][CH3:23])[CH:21]=4)[CH2:11]3)=[CH:9][C:4]=2[O:3][CH2:2]1 |f:1.2,3.4,5.6|. Procedure details: Prepare by the method of example 27.3.1 using 2-[3-(benzo[1,3]dioxol-5-yl)-1-(3,4,5-trimethoxy-benzoyl)-pyrrolidin-3-yl]-ethyl-methanesulfonate (0.22 g, 0.43 mmol) and 4-phenyl-piperidine-4-carboxylic acid amide hydrochloride (0.21 g,0.86 mmol). Chromatograph on silica gel eluting sequentially with 50% ethyl acetate/hexane and then 6% methanol/dichloromethane to give the title compound: Rf =0.38 (silica gel, 10% methanol/dichloromethane). The reactants are Cl, [Na+], [Na+], O=C([O-])[O-], CN1CCC2(CC1)c1ccccc1C(C)(O)c1c(O)cccc12. Product: C=C1c2ccccc2C2(CCN(C)CC2)c2cccc(O)c21. RXN SMILES: [ClH:30].[Na+:24].[Na+:25].[O-:26][C:27](=[O:28])[O-:29].[OH:1][c:2]1[cH:3][cH:4][cH:5][c:6]2[c:7]1[C:8]([CH3:22])([OH:23])[c:9]1[cH:10][cH:11][cH:12][cH:13][c:14]1[C:15]21[CH2:16][CH2:17][N:18]([CH3:21])[CH2:19][CH2:20]1>>[OH:1][c:2]1[cH:3][cH:4][cH:5][c:6]2[c:7]1[C:8](=[CH2:22])[c:9]1[cH:10][cH:11][cH:12][cH:13][c:14]1[C:15]21[CH2:16][CH2:17][N:18]([CH3:21])[CH2:19][CH2:20]1.